Dataset: the Open Reaction Database (ORD), a public repository of structured organic reaction records. Task: describe an organic reaction: reactants, conditions, products, and yield Reactants: C1COC2(CC=C(CC2)C2=CC=C(C=C2)OC(F)(F)F)O1 ((4-trifluoromethoxyphenyl)cyclohexen-4-one ethyleneketal), C(C)O (ethanol), C(C)(=O)OCC (ethyl acetate). The solvent is [H][H] (hydrogen), [H][H] (hydrogen). Product: C1COC2(CCC(CC2)C2=CC=C(C=C2)OC(F)(F)F)O1 (4-(4-trifluoromethoxyphenyl)cyclohexanone ethyleneketal). Yield: 99.9%. As a reaction SMILES: [CH2:1]1[O:21][C:4]2([CH2:9][CH2:8][C:7]([C:10]3[CH:15]=[CH:14][C:13]([O:16][C:17]([F:20])([F:19])[F:18])=[CH:12][CH:11]=3)=[CH:6][CH2:5]2)[O:3][CH2:2]1.C(O)C.C(OCC)(=O)C>[H][H]>[CH2:2]1[O:3][C:4]2([CH2:5][CH2:6][CH:7]([C:10]3[CH:15]=[CH:14][C:13]([O:16][C:17]([F:18])([F:20])[F:19])=[CH:12][CH:11]=3)[CH2:8][CH2:9]2)[O:21][CH2:1]1. Procedure: A mixture of (4-trifluoromethoxyphenyl)cyclohexen-4-one ethyleneketal (43.3 g, 0.144 mol), ethanol (200 ml), ethyl acetate (50 ml) and Pa-C (2 g) was stirred at room temperature for 10 hours in hydrogen atmosphere (at that time, hydrogen (3.59 l) was consumed), filtering off the catalyst from the reaction solution, distilling off the solvent under reduced pressure, to obtain 4-(4-trifluoromethoxyphenyl)cyclohexanone ethyleneketal (43.5 g) (m.p. 41.2° C.), adding thereto formic acid (250 ml), hea...